This data is from the Open Reaction Database (ORD), a public repository of structured organic reaction records. The task is: describe an organic reaction: reactants, conditions, products, and yield Reactants: Cl.FC=1C=C(C=NC1OCC(F)(F)F)C(C)N ((−)-1-(5-fluoro-6-(2,2,2-trifluoroethoxy)pyridin-3-yl)ethanamine hydrochloride), NC1=NC=CC(=N1)C(=O)O (2-aminopyrimidine-4-carboxylic acid). Yields the product NC1=NC=CC(=N1)C(=O)NC(C)C=1C=NC(=C(C1)F)OCC(F)(F)F (2-amino-N-(1-(5-fluoro-6-(2,2,2-trifluoroethoxy)pyridin-3-yl)ethyl)pyrimidine-4-carboxamide). Yield: 55.0%. As a reaction SMILES: Cl.[F:2][C:3]1[CH:4]=[C:5]([CH:15]([NH2:17])[CH3:16])[CH:6]=[N:7][C:8]=1[O:9][CH2:10][C:11]([F:14])([F:13])[F:12].[NH2:18][C:19]1[N:24]=[C:23]([C:25](O)=[O:26])[CH:22]=[CH:21][N:20]=1>>[NH2:18][C:19]1[N:24]=[C:23]([C:25]([NH:17][CH:15]([C:5]2[CH:6]=[N:7][C:8]([O:9][CH2:10][C:11]([F:12])([F:13])[F:14])=[C:3]([F:2])[CH:4]=2)[CH3:16])=[O:26])[CH:22]=[CH:21][N:20]=1 |f:0.1|. Procedure: The title compound is prepared in 55% yield (142 mg, a white solid) from (−)-1-(5-fluoro-6-(2,2,2-trifluoroethoxy)pyridin-3-yl)ethanamine hydrochloride (197 mg, 0.72 mmol, Amine-12, single enantiomer) and 2-aminopyrimidine-4-carboxylic acid (100 mg, 0.72 mmol) by the similar manner in Step-1 of Example 8. Starting materials: ClC1=C(C(=CC=C1)[N+](=O)[O-])CN1OCC(C1=O)(C)C (2-[(2-chloro-6-nitrophenyl)methyl]-4,4-dimethyl-3-isoxazolidinone), [H][H] (hydrogen), [H][H] (hydrogen). The reagents and catalysts are [Pt]=O (platinum oxide). Solvent: C(C)O (ethanol). Product: NC1=CC=CC(=C1CN1OCC(C1=O)(C)C)Cl (2-[(6-amino-2-chlorophenyl)methyl]-4,4-dimethyl-3-isoxazolidinone). The yield is 59.5%. RXN SMILES: [Cl:1][C:2]1[CH:7]=[CH:6][CH:5]=[C:4]([N+:8]([O-])=O)[C:3]=1[CH2:11][N:12]1[C:16](=[O:17])[C:15]([CH3:19])([CH3:18])[CH2:14][O:13]1.[H][H]>C(O)C.[Pt]=O>[NH2:8][C:4]1[C:3]([CH2:11][N:12]2[C:16](=[O:17])[C:15]([CH3:18])([CH3:19])[CH2:14][O:13]2)=[C:2]([Cl:1])[CH:7]=[CH:6][CH:5]=1. Procedure details: Under an argon atmosphere, platinum oxide (0.3 g) was added to a Parr bottle (500 ml), followed by a solution of 2-[(2-chloro-6-nitrophenyl)methyl]-4,4-dimethyl-3-isoxazolidinone (9.4 g, 0.033 mole) in ethanol (150 ml). The Parr bottle was placed on a Parr hydrogenation apparatus and charged with hydrogen. The reaction mixture was allowed to shake until the calculated amount of hydrogen was absorbed. The catalyst was removed by vacuum filtration. The filtrate was concentrated under reduced press... Reactants: Cl.OC1[C@H](N)[C@@H](O)[C@H](O)[C@H](O1)CO (D-glucosamine hydrochloride), O (water), C(CCCCCCCCCCC)(=O)Cl (dodecanoyl chloride), acid chloride. The solvent is C([O-])([O-])=O.[Na+].[Na+] (sodium carbonate), O1CCCC1 (tetrahydrofuran). The product is C(CCCCCCCCCCC)(=O)N[C@H]1C(O)O[C@@H]([C@H]([C@@H]1O)O)CO (2-Dodecoylamino-2-deoxy-D-glucopyranose). RXN SMILES: [C:1](Cl)(=[O:13])[CH2:2][CH2:3][CH2:4][CH2:5][CH2:6][CH2:7][CH2:8][CH2:9][CH2:10][CH2:11][CH3:12].Cl.[OH:16][CH:17]1[O:25][C@H:24]([CH2:26][OH:27])[C@@H:22]([OH:23])[C@H:20]([OH:21])[C@H:18]1[NH2:19].O>O1CCCC1.C(=O)([O-])[O-].[Na+].[Na+]>[C:1]([NH:19][C@@H:18]1[C@@H:20]([OH:21])[C@H:22]([OH:23])[C@@H:24]([CH2:26][OH:27])[O:25][CH:17]1[OH:16])(=[O:13])[CH2:2][CH2:3][CH2:4][CH2:5][CH2:6][CH2:7][CH2:8][CH2:9][CH2:10][CH2:11][CH3:12] |f:1.2,5.6.7|. Procedure details: 55 g of dodecanoyl chloride were dissolved in 170 ml of tetrahydrofuran and added dropwise, with vigorous stirring, to a solution of 54 g of D-glucosamine hydrochloride in 330 ml of aqueous sodium carbonate solution (20%). After completion of the addition of the acid chloride, the mixture was stirred for a further hour, then 500 ml of water were added to the batch and the solid material was filtered off with suction and washed with water. The residue was recrystallised from isopropanol/water 10/... The reactants are O=C([O-])[O-], CCCCO, O=[N+]([O-])c1ccccc1Cl, [K+], [K+], COc1ccccc1N1CCN(CCN)CC1, O. The product is COc1ccccc1N1CCN(CCNc2ccccc2[N+](=O)[O-])CC1. Reaction SMILES: [C:28](=[O:29])([O-:30])[O-:31].[CH2:35]([OH:36])[CH2:37][CH2:38][CH3:39].[Cl:1][c:2]1[c:3]([N+:8](=[O:9])[O-:10])[cH:4][cH:5][cH:6][cH:7]1.[K+:32].[K+:33].[NH2:11][CH2:12][CH2:13][N:14]1[CH2:15][CH2:16][N:17]([c:20]2[c:21]([O:26][CH3:27])[cH:22][cH:23][cH:24][cH:25]2)[CH2:18][CH2:19]1.[OH2:34]>>[c:2]1([NH:11][CH2:12][CH2:13][N:14]2[CH2:15][CH2:16][N:17]([c:20]3[c:21]([O:26][CH3:27])[cH:22][cH:23][cH:24][cH:25]3)[CH2:18][CH2:19]2)[c:3]([N+:8](=[O:9])[O-:10])[cH:4][cH:5][cH:6][cH:7]1. Starting materials: C(C(C)C)(=O)O (isobutyric acid), [N+](=O)([O-])C=1C=C(C=CC1)S(=O)(=O)N (3-nitrophenyl sulphonamide), Cl.CN(CCCN=C=NCC)C (1-[3-(dimethylamino)propyl]-3-ethyl carbodiimide hydrochloride). The reagents and catalysts are CN(C1=CC=NC=C1)C (4-dimethylaminopyridine). Solvent: ClCCl (dichloromethane). Reaction conditions: time 20 hour. Product: C(C)(C)C(=O)NS(=O)(=O)C1=CC(=CC=C1)[N+](=O)[O-] (1-(Isopropylcarbonylaminosulphonyl)-3-nitrobenzene). Yield: 59.9%. RXN SMILES: [C:1]([OH:6])(=O)[CH:2]([CH3:4])[CH3:3].[N+:7]([C:10]1[CH:11]=[C:12]([S:16]([NH2:19])(=[O:18])=[O:17])[CH:13]=[CH:14][CH:15]=1)([O-:9])=[O:8].Cl.CN(C)CCCN=C=NCC>CN(C)C1C=CN=CC=1.ClCCl>[CH:2]([C:1]([NH:19][S:16]([C:12]1[CH:13]=[CH:14][CH:15]=[C:10]([N+:7]([O-:9])=[O:8])[CH:11]=1)(=[O:18])=[O:17])=[O:6])([CH3:4])[CH3:3] |f:2.3|. Procedure details: To a mixture of isobutyric acid (4.6 ml, 0.05 mol), 3-nitrophenyl sulphonamide (10.1 g, 0.05 mol) and 4-dimethylaminopyridine (6.1 g, 0.05 mol) in anhydrous dichloromethane (400 ml) under an atmosphere of nitrogen was added 1-[3-(dimethylamino)propyl]-3-ethyl carbodiimide hydrochloride (9.6 g 0.05 mol). The mixture was stirred at ambient temperature for 20 h. The mixture was extracted with 1M NaOH and tile separated aqueous phase was acidified using 5M HCl. The solid which precipitated was colle... Starting materials: C(C)(C)(C)OC(N[C@H]1CNC2=C(N(C1=O)CC1=C(C=CC3=CC(=CC=C13)Br)OC)C=CC=C2)=O ([(S)-1-(6-bromo-2-methoxy-naphthalen-1-ylmethyl)-2-oxo-2,3,4,5-tetrahydro-1H-benzo[b][1,4]diazepin-3-yl]-carbamic acid tert-butyl ester), C(C)(C)(C)OC(N[C@H]1CNC2=C(N(C1=O)CC1=C(C=CC3=CC(=CC=C13)Br)OC)C=CC=C2)=O ([(S)-1-(6-bromo-2-methoxy-naphthalen-1-ylmethyl)-2-oxo-2,3,4,5-tetrahydro-1H-benzo[b][1,4]diazepin-3-yl]-carbamic acid tert-butyl ester), C(=O)(C(F)(F)F)O (TFA). The solvent is C(Cl)Cl (DCM), C(Cl)Cl (DCM). Product: FC(C(=O)O)(F)F.N[C@H]1CNC2=C(N(C1=O)CC1=C(C=CC3=CC(=CC=C13)Br)OC)C=CC=C2 ((S)-3-amino-1-(6-bromo-2-methoxy-naphthalen-1-ylmethyl)-1,3,4,5-tetrahydro-benzo[b][1,4]diazepin-2-one trifluoroacetate). Isolated yield 70.6%. Reaction SMILES: C(OC(=O)[NH:7][C@@H:8]1[C:14](=[O:15])[N:13]([CH2:16][C:17]2[C:26]3[C:21](=[CH:22][C:23]([Br:27])=[CH:24][CH:25]=3)[CH:20]=[CH:19][C:18]=2[O:28][CH3:29])[C:12]2[CH:30]=[CH:31][CH:32]=[CH:33][C:11]=2[NH:10][CH2:9]1)(C)(C)C.[C:35]([OH:41])([C:37]([F:40])([F:39])[F:38])=[O:36]>C(Cl)Cl>[F:38][C:37]([F:40])([F:39])[C:35]([OH:41])=[O:36].[NH2:7][C@@H:8]1[C:14](=[O:15])[N:13]([CH2:16][C:17]2[C:26]3[C:21](=[CH:22][C:23]([Br:27])=[CH:24][CH:25]=3)[CH:20]=[CH:19][C:18]=2[O:28][CH3:29])[C:12]2[CH:30]=[CH:31][CH:32]=[CH:33][C:11]=2[NH:10][CH2:9]1 |f:3.4|. Procedure details: To a stirred solution of [(S)-1-(6-bromo-2-methoxy-naphthalen-1-ylmethyl)-2-oxo-2,3,4,5-tetrahydro-1H-benzo[b][1,4]diazepin-3-yl]-carbamic acid tert-butyl ester (Intermediate 4)(100 mg, 0.19 mmol) in DCM (2 mL) at 0° C. was added 50% TFA in DCM (4 mL) dropwise. After 2 h the mixture was evaporated and the residue was washed with ether to afford (S)-3-amino-1-(6-bromo-2-methoxy-naphthalen-1-ylmethyl)-1,3,4,5-tetrahydro-benzo[b][1,4]diazepin-2-one trifluoroacetate (72 mg, 70.58%). LC-MS: 426 (M+H)...